Dataset: the Open Reaction Database (ORD), a public repository of structured organic reaction records. Task: describe an organic reaction: reactants, conditions, products, and yield Reactants: COCCC1=CC=C(C=C1)O (4-methoxyethylphenol), CC=1C=C(C=CC1[N+](=O)[O-])NC(=O)C1(OC1)C (2-methyloxirane-2-carboxylic acid (3-methyl-4-nitrophenyl)amide). Product: OC(C(=O)NC1=CC(=C(C=C1)[N+](=O)[O-])C)(COC1=CC=C(C=C1)CCOC)C (2-Hydroxy-3-[4-(2-methoxyethyl)phenoxy]-2-methyl-N-(3-methyl-4-nitrophenyl)propionamide). RXN SMILES: [CH3:1][O:2][CH2:3][CH2:4][C:5]1[CH:10]=[CH:9][C:8]([OH:11])=[CH:7][CH:6]=1.[CH3:12][C:13]1[CH:14]=[C:15]([NH:22][C:23]([C:25]2([CH3:28])[CH2:27][O:26]2)=[O:24])[CH:16]=[CH:17][C:18]=1[N+:19]([O-:21])=[O:20]>>[OH:26][C:25]([CH3:28])([CH2:27][O:11][C:8]1[CH:9]=[CH:10][C:5]([CH2:4][CH2:3][O:2][CH3:1])=[CH:6][CH:7]=1)[C:23]([NH:22][C:15]1[CH:16]=[CH:17][C:18]([N+:19]([O-:21])=[O:20])=[C:13]([CH3:12])[CH:14]=1)=[O:24]. Procedure details: 2-Hydroxy-3-[4-(2-methoxyethyl)phenoxy]-2-methyl-N-(3-methyl-4-nitrophenyl)propionamide was prepared as described in Example 1 starting from 4-methoxyethylphenol and 2-methyloxirane-2-carboxylic acid (3-methyl-4-nitrophenyl)amide. The crude product was purified by flash chromatography (dichloromethane-1% methanol). 1H NMR (400 MHz, DMSO-d6): 1.43 (3H, s), 2.53 (3H, s), 2.71 (2H, t, J=6.8 Hz), 3.21 (3H, s), 3.45 (2H, t, J=6.8 Hz), 3.94 (1H, d, J=9.5 Hz), 4.17 (1H, d, J=9.5 Hz), 6.20 (1H, s), 6.82... Starting materials: FC(OC1=CC=C(N)C=C1)(F)F (4-(trifluoromethoxy)aniline), ClC(=O)OC(Cl)(Cl)Cl (trichloromethyl chloroformate). Solvent: C1CCOC1 (THF). Yields the product N(=C=O)C1=CC=C(C=C1)OC(F)(F)F (1-Isocyanato-4-trifluoromethoxy-benzene). Yield: 164.1%. Reaction SMILES: [F:1][C:2]([F:12])([F:11])[O:3][C:4]1[CH:10]=[CH:9][C:7]([NH2:8])=[CH:6][CH:5]=1.Cl[C:14](OC(Cl)(Cl)Cl)=[O:15]>C1COCC1>[N:8]([C:7]1[CH:9]=[CH:10][C:4]([O:3][C:2]([F:11])([F:12])[F:1])=[CH:5][CH:6]=1)=[C:14]=[O:15]. Reported procedure: To a solution of 0.41 ml (3.00 mmol) of 4-(trifluoromethoxy)aniline in 5.4 ml of THF was added 0.22 ml (1.80 mmol) of trichloromethyl chloroformate an heated to reflux for 45 min. The solution was evaporated under reduced pressure, dissolved in toluene and evaporated (2×) to give 0.60 g (99%) of the titled compound as pink solid. MS: 203 M+.